This data is from the Open Reaction Database (ORD), a public repository of structured organic reaction records. The task is: describe an organic reaction: reactants, conditions, products, and yield Reaction SMILES: Br[C:2]1[CH:3]=[CH:4][C:5]2[O:15][CH2:14][CH2:13][C:12]3[S:11][C:10]([C:16]([NH2:18])=[O:17])=[N:9][C:8]=3[C:6]=2[CH:7]=1.[CH3:19][C:20]([CH3:24])([C:22]#[CH:23])[OH:21]>>[OH:21][C:20]([CH3:24])([CH3:19])[C:22]#[C:23][C:2]1[CH:3]=[CH:4][C:5]2[O:15][CH2:14][CH2:13][C:12]3[S:11][C:10]([C:16]([NH2:18])=[O:17])=[N:9][C:8]=3[C:6]=2[CH:7]=1. Reported procedure: 9-Bromo-4,5-dihydro-[1]benzoxepino[5,4-d]thiazole-2-carboxamide (0.15 g) was reacted with dimethyl ethynyl carbinol similar to as described in Procedure E to afford 56.9 mg of 9-(3-hydroxy-3-methyl-but-1-ynyl)-4,5-dihydro-[1]benzoxepino[5,4-d]thiazole-2-carboxamide following reverse phase hplc purification. MS (Q1) 329 (M)+. 1H NMR (400 MHz, DMSO) δ 8.57 (d, J=2.1 Hz, 1H), 8.39 (s, 1H), 7.84 (s, 1H), 7.27 (dd, J=8.3, 2.1 Hz, 1H), 7.01 (d, J=8.3 Hz, 1H), 5.40 (s, 1H), 4.34 (t, J=4.9 Hz, 2H), 3.41... Starting materials: BrC=1C=CC2=C(C1)C=1N=C(SC1CCO2)C(=O)N (9-Bromo-4,5-dihydro-[1]benzoxepino[5,4-d]thiazole-2-carboxamide), CC(O)(C#C)C (dimethyl ethynyl carbinol). The product is OC(C#CC=1C=CC2=C(C1)C=1N=C(SC1CCO2)C(=O)N)(C)C (9-(3-hydroxy-3-methyl-but-1-ynyl)-4,5-dihydro-[1]benzoxepino[5,4-d]thiazole-2-carboxamide). The reactants are C (carbon black), C (carbon black), S(=O)(C1=CC=C(C=C1)N)(=O)O (sulfanilic acid), 20.7, N(=O)[O-].[Na+] (sodium nitrite), N(=O)[O-].[Na+] (NaNO2). The solvent is O (water). Yields the product [OH-].S(=O)(=O)(O)C1=CC=C(C=C1)[N+]#N (4-Sulfobenzene diazonium hydroxide). RXN SMILES: C.[S:2]([OH:12])(=[O:11])([C:4]1[CH:9]=[CH:8][C:7]([NH2:10])=[CH:6][CH:5]=1)=[O:3].[N:13]([O-])=O.[Na+]>O>[OH-:3].[S:2]([C:4]1[CH:5]=[CH:6][C:7]([N+:10]#[N:13])=[CH:8][CH:9]=1)([OH:12])(=[O:11])=[O:3] |f:2.3,5.6|. Procedure details: This example illustrates the preparation of a carbon black product having an attached p-C6H4SO3- group. A fluffy carbon black (200 g) having a CTAB surface area of 350 m2 /g and a DBP of 120 cc/100 g carbon and 42.4 g sulfanilic acid were placed in the batch pin pelletizer. After mixing for 40 seconds by means of the rotor, a solution of 20.7 of sodium nitrite, NaNO2, in 150 g water was added to the pelletizer. 4-Sulfobenzene diazonium hydroxide inner salt is formed in situ which reacts with the...